Dataset: the Open Reaction Database (ORD), a public repository of structured organic reaction records. Task: describe an organic reaction: reactants, conditions, products, and yield Starting materials: Cl (hydrochloric acid), CC1=C(C(=CC(=C1)C)C)S(=O)(=O)ON (O-(2,4,6-trimethylbenzenesulfonyl)hydroxylamine), ClC1=C(OCCCCC=O)C(=CC(=C1)OCC=C(Cl)Cl)Cl (5-(2,6-dichloro-4-(3,3-dichloro-2-propenyloxy)phenoxy)pentanal), crude product, FC(C(C(F)(F)F)OC(C(F)(F)F)C(F)(F)F)(F)F.[Na] (sodium 1,1,1,3,3,3-hexafluoro-2-propyloxide), FC(C(C(F)(F)F)ON)(F)F (O-(1,1,1, 3,3,3-hexafluoro-2-propyl)hydroxylamine), Cl (hydrochloric acid). Run in C(C)OCC (diethyl ether), C(C)OCC (diethyl ether), C(C)OCC (diethyl ether), C(C)OCC (diethyl ether), C(C)OCC (diethyl ether). Product: FC(C(C(F)(F)F)ON=CCCCCOC1=C(C=C(C=C1Cl)OCC=C(Cl)Cl)Cl)(F)F (5-(2,6-dichloro-4-(3,3-dichloro-2-propenyloxy)phenoxy)pentanal O-(1,1,1,3,3,3-hexafluoro-2-propyl)oxime). Yield: 50.0%. RXN SMILES: CC1C=C(C)C=C(C)C=1S(ON)(=O)=O.FC(F)(F)C(OC(C(F)(F)F)C(F)(F)F)C(F)(F)F.[Na].[F:35][C:36]([F:45])([F:44])[CH:37]([O:42][NH2:43])[C:38]([F:41])([F:40])[F:39].Cl.[Cl:47][C:48]1[CH:60]=[C:59]([O:61][CH2:62][CH:63]=[C:64]([Cl:66])[Cl:65])[CH:58]=[C:57]([Cl:67])[C:49]=1[O:50][CH2:51][CH2:52][CH2:53][CH2:54][CH:55]=O>C(OCC)C>[F:35][C:36]([F:44])([F:45])[CH:37]([O:42][N:43]=[CH:55][CH2:54][CH2:53][CH2:52][CH2:51][O:50][C:49]1[C:57]([Cl:67])=[CH:58][C:59]([O:61][CH2:62][CH:63]=[C:64]([Cl:66])[Cl:65])=[CH:60][C:48]=1[Cl:47])[C:38]([F:40])([F:39])[F:41] |f:1.2,^1:33|. Procedure: To a mixture of 1.29 g of O-(2,4,6-trimethylbenzenesulfonyl)hydroxylamine (which had been produced according to the method as described in Synthesis, 1-17 (1977)) and 10 ml of diethyl ether was added 1.14 g of sodium 1,1,1,3,3,3-hexafluoro-2-propyloxide with stirring under ice cooling, and the mixture was stirred for 2 hours. The suspended reaction mixture was filtered through Celite to give a filtrate which was a solution of O-(1,1,1, 3,3,3-hexafluoro-2-propyl)hydroxylamine in diethyl ether. Th... Reactants: [N+](=O)([O-])C1=C(C(=CC(=C1)[N+](=O)[O-])[N+](=O)[O-])C (2,4,6-trinitrotoluene), COC(N(C)C)OC (N,N-dimethylformamide dimethyl acetal). Product: CN(C)C=CC1=C(C=C(C=C1[N+](=O)[O-])[N+](=O)[O-])[N+](=O)[O-] (β-N,N-Dimethylamino-2,4,6-trinitrostyrene). Isolated yield 90.0%. RXN SMILES: [N+:1]([C:4]1[CH:9]=[C:8]([N+:10]([O-:12])=[O:11])[CH:7]=[C:6]([N+:13]([O-:15])=[O:14])[C:5]=1[CH3:16])([O-:3])=[O:2].CO[CH:19](OC)[N:20]([CH3:22])[CH3:21]>>[CH3:19][N:20]([CH:22]=[CH:16][C:5]1[C:4]([N+:1]([O-:3])=[O:2])=[CH:9][C:8]([N+:10]([O-:12])=[O:11])=[CH:7][C:6]=1[N+:13]([O-:15])=[O:14])[CH3:21]. Reported procedure: A mixture of 2,4,6-trinitrotoluene (0.5 g, 2.2 mmol) and N,N-dimethylformamide dimethyl acetal (2.7 ml) was refluxed for 2 h under nitrogen atmosphere. A dark purple red product was separated. N,N-dimethylformamide dimethyl acetal was removed under reduced pressure to give the title compound (0.56 g, 90% yield). m.p.: 155-157° C.; IR (KBr): 1635, 1585, 1530 cm-1; 1H NMR (CDCl3): δ 3.05 (s, 6H, 2×CH3); 5.65 (d, J=13.17 Hz, 1H, α-CH); 6.87 (d, J=13.2 Hz, 1H, β-CH); 8.55 (s, 2H, Ar--H); UV: Imax: 4... Reactants: CNC1(c2ccccc2Cl)CCCCC1=O, CCCCCCC(=O)OC1CCC2C3CCC4=CC(=O)CCC4(C)C3CCC12C. Product: CC12CCC(=O)C=C1CCC1C2CCC2(C)C(O)CCC12. RXN SMILES: [CH3:1][NH:2][C:3]1([c:4]2[c:5]([Cl:6])[cH:7][cH:8][cH:9][cH:10]2)[C:11](=[O:12])[CH2:13][CH2:14][CH2:15][CH2:16]1.[CH:17]12[CH2:18][CH2:19][C:20]3=[CH:21][C:22](=[O:23])[CH2:24][CH2:25][C:26]3([CH3:27])[CH:28]1[CH2:29][CH2:30][C:31]1([CH3:32])[CH:33]([O:37][C:38]([CH2:39][CH2:40][CH2:41][CH2:42][CH2:43][CH3:44])=[O:45])[CH2:34][CH2:35][CH:36]21>>[CH:17]12[CH2:18][CH2:19][C:20]3=[CH:21][C:22](=[O:23])[CH2:24][CH2:25][C:26]3([CH3:27])[CH:28]1[CH2:29][CH2:30][C:31]1([CH3:32])[CH:33]([OH:37])[CH2:34][CH2:35][CH:36]21. The reactants are IC1=CN(C2=CC=C(C=C12)C=1SC(=NN1)SC)C(=O)OC(C)(C)C (tert-butyl 3-iodo-5-(5-(methylthio)-1,3,4-thiadiazol-2-yl)-1H-indole-1-carboxylate), C(CCC)[Sn](C1=NC=CC(=N1)N1CCOCC1)(CCCC)CCCC (4-(2-(tributylstannyl)pyrimidin-4-yl)morpholine). Reagents/catalysts: [Cu]I (CuI), C=1C=CC(=CC1)[P](C=2C=CC=CC2)(C=3C=CC=CC3)[Pd]([P](C=4C=CC=CC4)(C=5C=CC=CC5)C=6C=CC=CC6)([P](C=7C=CC=CC7)(C=8C=CC=CC8)C=9C=CC=CC9)[P](C=1C=CC=CC1)(C=1C=CC=CC1)C=1C=CC=CC1 (Pd(PPh3)4). The solvent is CN(C)C=O (DMF). Run at temperature 90 celsius. Yields the product CSC1=NN=C(S1)C=1C=C2C(=CN(C2=CC1)C(=O)OC(C)(C)C)C1=NC=CC(=N1)N1CCOCC1 (tert-butyl 5-(5-(methylthio)-1,3,4-thiadiazol-2-yl)-3-(4-morpholinopyrimidin-2-yl)-1H-indole-1-carboxylate). Yield: 20.0%. RXN SMILES: I[C:2]1[C:10]2[C:5](=[CH:6][CH:7]=[C:8]([C:11]3[S:12][C:13]([S:16][CH3:17])=[N:14][N:15]=3)[CH:9]=2)[N:4]([C:18]([O:20][C:21]([CH3:24])([CH3:23])[CH3:22])=[O:19])[CH:3]=1.C([Sn](CCCC)(CCCC)[C:30]1[N:35]=[C:34]([N:36]2[CH2:41][CH2:40][O:39][CH2:38][CH2:37]2)[CH:33]=[CH:32][N:31]=1)CCC>CN(C=O)C.[Cu]I.C1C=CC([P]([Pd]([P](C2C=CC=CC=2)(C2C=CC=CC=2)C2C=CC=CC=2)([P](C2C=CC=CC=2)(C2C=CC=CC=2)C2C=CC=CC=2)[P](C2C=CC=CC=2)(C2C=CC=CC=2)C2C=CC=CC=2)(C2C=CC=CC=2)C2C=CC=CC=2)=CC=1>[CH3:17][S:16][C:13]1[S:12][C:11]([C:8]2[CH:9]=[C:10]3[C:5](=[CH:6][CH:7]=2)[N:4]([C:18]([O:20][C:21]([CH3:24])([CH3:23])[CH3:22])=[O:19])[CH:3]=[C:2]3[C:30]2[N:35]=[C:34]([N:36]3[CH2:41][CH2:40][O:39][CH2:38][CH2:37]3)[CH:33]=[CH:32][N:31]=2)=[N:15][N:14]=1 |^1:60,62,81,100|. Reported procedure: To a solution of tert-butyl 3-iodo-5-(5-(methylthio)-1,3,4-thiadiazol-2-yl)-1H-indole-1-carboxylate (1.2 g, 2.5 mmol) and 4-(2-(tributylstannyl)pyrimidin-4-yl)morpholine (1.38 g, 4.0 mmol) in DMF (10 mL) was added CuI (0.62 g, 3.2 mmol) and Pd(PPh3)4 (0.29 g, 0.25 mmol). The mixture was purged with Ar for 5 min then heated at 90° C. for 1 h. The mixture was poured into H2O and the aqueous layer was extracted with Et2O. The combined organic layers were dried, filtered and concentrated. The residu...